This data is from the Open Reaction Database (ORD), a public repository of structured organic reaction records. The task is: describe an organic reaction: reactants, conditions, products, and yield Reactants: C(C)(=O)OC(C)=O (Acetic anhydride), C(C)(C)C1=CC=C(N)C=C1 (4-isopropylaniline). Run in C(Cl)(Cl)Cl (chloroform). Conditions: time 2 hour. Yields the product C(C)(=O)NC1=CC=C(C=C1)C(C)C (N-Acetyl-4-isopropylaniline). RXN SMILES: C(O[C:5](=[O:7])[CH3:6])(=O)C.[CH:8]([C:11]1[CH:17]=[CH:16][C:14]([NH2:15])=[CH:13][CH:12]=1)([CH3:10])[CH3:9]>C(Cl)(Cl)Cl>[C:5]([NH:15][C:14]1[CH:16]=[CH:17][C:11]([CH:8]([CH3:10])[CH3:9])=[CH:12][CH:13]=1)(=[O:7])[CH3:6]. Reported procedure: Acetic anhydride (26.0 g, 254 mmol) is slowly added dropwise to a solution of 4-isopropylaniline (17.2 g, 127 mmol) in 80 ml of chloroform. In the course of this, intense heating of the reaction mixture occurs. On completion of the dropwise addition, the mixture is stirred at room temperature for another 2 h. The reaction mixture is concentrated to dryness and the resulting, reddish-white solid is recrystallized from hexane. Reactants: ClCCl, C=C(C)C(C(=O)OC)N1C(=O)C(NC(=O)COc2ccccc2)C1SNCCC. The product is COC(=O)C1N2C(=O)C(NC(=O)COc3ccccc3)C2SCC1(C)Cl. Reaction SMILES: [CH2:30]([Cl:31])[Cl:32].[O:1]=[C:2]1[N:3]([CH:22]([C:23](=[O:24])[O:25][CH3:26])[C:27](=[CH2:28])[CH3:29])[CH:4]([S:17][NH:18][CH2:19][CH2:20][CH3:21])[CH:5]1[NH:6][C:7]([CH2:8][O:9][c:10]1[cH:11][cH:12][cH:13][cH:14][cH:15]1)=[O:16]>>[O:1]=[C:2]1[N:3]2[CH:4]([CH:5]1[NH:6][C:7]([CH2:8][O:9][c:10]1[cH:11][cH:12][cH:13][cH:14][cH:15]1)=[O:16])[S:17][CH2:28][C:27]([CH3:29])([Cl:31])[CH:22]2[C:23](=[O:24])[O:25][CH3:26].